This data is from the Open Reaction Database (ORD), a public repository of structured organic reaction records. The task is: describe an organic reaction: reactants, conditions, products, and yield Reactants: C(#N)C1=CC=C(CN(C(=O)OCC[Si](C)(C)C)C[C@H]([C@H](CC2CCCCC2)NC(OC(C)(C)C)=O)O)C=C1 (tert-Butyl (2S,3R)-4-(N-(4-cyanobenzyl)-N-(2-(trimethylsilyl)ethoxycarbonyl)amino)-1-cyclohexyl-3-hydroxybutan-2-ylcarbamate), O.C=1(C(=CC=CC1)S(=O)(=O)O)C (toluenesulfonic acid monohydrate). The solvent is CCO (EtOH). Run at temperature 65 celsius, time 40 minute. Yields the product N[C@H]([C@@H](CN(C(=O)OCC[Si](C)(C)C)CC1=CC=C(C=C1)C#N)O)CC1CCCCC1 ((2R,3S)-3-amino-1-(N-(4-cyanobenzyl)-N-(2-(trimethylsilyl)-ethoxycarbonyl)amino)-4-cyclohexylbutan-2-ol). RXN SMILES: [C:1]([C:3]1[CH:38]=[CH:37][C:6]([CH2:7][N:8]([CH2:18][C@@H:19]([OH:36])[C@@H:20]([NH:28]C(=O)OC(C)(C)C)[CH2:21][CH:22]2[CH2:27][CH2:26][CH2:25][CH2:24][CH2:23]2)[C:9]([O:11][CH2:12][CH2:13][Si:14]([CH3:17])([CH3:16])[CH3:15])=[O:10])=[CH:5][CH:4]=1)#[N:2].O.C1(C)C(S(O)(=O)=O)=CC=CC=1>CCO>[NH2:28][C@@H:20]([CH2:21][CH:22]1[CH2:27][CH2:26][CH2:25][CH2:24][CH2:23]1)[C@H:19]([OH:36])[CH2:18][N:8]([CH2:7][C:6]1[CH:5]=[CH:4][C:3]([C:1]#[N:2])=[CH:38][CH:37]=1)[C:9]([O:11][CH2:12][CH2:13][Si:14]([CH3:15])([CH3:17])[CH3:16])=[O:10] |f:1.2|. Reported procedure: tert-Butyl (2S,3R)-4-(N-(4-cyanobenzyl)-N-(2-(trimethylsilyl)ethoxycarbonyl)amino)-1-cyclohexyl-3-hydroxybutan-2-ylcarbamate (921 mg, 1.68 mmol) was dissolved in EtOH (10 mL) and treated with toluenesulfonic acid monohydrate (337 mg, 1.77 mmol, 1.05 equiv). The mixture was allowed to stir at 65° C. for 40 min. LC-MS analysis showed that the starting material had been consumed and converted to the desired product. The solvent was removed and the residue was dissolved in CH2Cl2 (20 mL). The soluti... Reactants: O[C@@H]1CO[C@@H](OC1)C1=CC=CC=C1 (cis-5-hydroxy-2-phenyl-1,3-dioxane), [H-].[Na+] (sodium hydride), ClCC1=NC=CC=C1 (2-chloromethylpyridine). Run in C1=CC=CC=C1 (benzene). The product is C1(=CC=CC=C1)[C@@H]1OC[C@@H](CO1)OCC1=NC=CC=C1 (cis-2-phenyl-5-(2-pyridyl)methoxy-1,3 -dioxane). As a reaction SMILES: [OH:1][C@H:2]1[CH2:7][O:6][C@@H:5]([C:8]2[CH:13]=[CH:12][CH:11]=[CH:10][CH:9]=2)[O:4][CH2:3]1.[H-].[Na+].Cl[CH2:17][C:18]1[CH:23]=[CH:22][CH:21]=[CH:20][N:19]=1>C1C=CC=CC=1>[C:8]1([C@H:5]2[O:4][CH2:3][C@@H:2]([O:1][CH2:17][C:18]3[CH:23]=[CH:22][CH:21]=[CH:20][N:19]=3)[CH2:7][O:6]2)[CH:13]=[CH:12][CH:11]=[CH:10][CH:9]=1 |f:1.2|. Reported procedure: A solution of cis-5-hydroxy-2-phenyl-1,3-dioxane in 300 ml of benzene was treated with 4.45 g of 54% sodium hydride and the mixture stirred at ambient temperature until gas evolution ceased. To this mixture was added a solution of 2-chloromethylpyridine (obtained by extracting with benzene a carefully neutralized solution of 18.04 g of 2-chloromethylpyridine hydrochloride in 50 ml of water, then drying the benzene extracts) and the mixture was heated under reflux for 19 hours. The mixture was fi... Reactants: C1(=CC=CC=C1)C(C(=O)O)C(=O)O (Phenylmalonic acid), S(=O)(Cl)Cl (thionyl chloride), CCOCC (ether). Reagents/catalysts: CN(C=O)C (N,N-dimethylformamide). The product is C1(=CC=CC=C1)C(C(=O)OC)C(=O)O (methyl hydrogen phenylmalonate). Reaction SMILES: [C:1]1([CH:7]([C:11]([OH:13])=[O:12])[C:8]([OH:10])=[O:9])[CH:6]=[CH:5][CH:4]=[CH:3][CH:2]=1.S(Cl)(Cl)=O.[CH3:18]COCC>CN(C)C=O>[C:1]1([CH:7]([C:11]([OH:13])=[O:12])[C:8]([O:10][CH3:18])=[O:9])[CH:2]=[CH:3][CH:4]=[CH:5][CH:6]=1. Procedure: Phenylmalonic acid (13.5 g, 0.07 mol) in dry ether (40 mL) was treated with thionyl chloride (8.92 g, 5.4 mL, 0.071 mol) and one drop of N,N-dimethylformamide. The mixture was heated at 40°-50° C. for 3 hours. The clear solution was evaporated under reduced pressure to remove any residual thionyl chloride. The oily residue was redissolved in dry ether (40 mL) and the solution was treated with methyl alcohol (0.075. mol, 3 mL) and refluxed for 2 hours. The reaction mixture was cooled to room temp... Starting materials: BrCCCOC=1C=C(C=CC1)C1=NOC2=C1SC=C2 (3-[3-(3-bromo-propoxy)-phenyl]-thieno[2,3-d]isoxazole), ClCCCOC=1C=C(C=CC1)C1=NOC2=C1SC=C2 (3-[3-(3-chloro-propoxy)-phenyl]-thieno[2,3-d]isoxazole), S1C(=CC=C1)CN (2-thiophenemethylamine), C([O-])([O-])=O.[K+].[K+] (potassium carbonate). Yields the product O1N=C(C2=C1C=CS2)C=2C=C(OCCCNCC=1SC=CC1)C=CC2 ([3-(3-thieno[2,3-d]isoxazol-3-yl-phenoxy)-propyl]-thiophen-2-ylmethylamine). Isolated yield 94.0%. Reaction SMILES: Br[CH2:2][CH2:3][CH2:4][O:5][C:6]1[CH:7]=[C:8]([C:12]2[C:16]3[S:17][CH:18]=[CH:19][C:15]=3[O:14][N:13]=2)[CH:9]=[CH:10][CH:11]=1.ClCCCOC1C=C([C:31]2[C:35]3[S:36][CH:37]=[CH:38][C:34]=3O[N:32]=2)C=CC=1.S1C=CC=C1CN.C(=O)([O-])[O-].[K+].[K+]>>[O:14]1[C:15]2[CH:19]=[CH:18][S:17][C:16]=2[C:12]([C:8]2[CH:7]=[C:6]([CH:11]=[CH:10][CH:9]=2)[O:5][CH2:4][CH2:3][CH2:2][NH:32][CH2:31][C:35]2[S:36][CH:37]=[CH:38][CH:34]=2)=[N:13]1 |f:3.4.5|. Procedure details: The title compound is prepared from a mixture of 3-[3-(3-bromo-propoxy)-phenyl]-thieno[2,3-d]isoxazole, 3-[3-(3-chloro-propoxy)-phenyl]-thieno[2,3-d]isoxazole, 2-thiophenemethylamine and potassium carbonate essentially as described above in example 4. Combine the appropriate fractions and concentrate to give the title compound (0.35 g, 94% Yield) as an oil. Purity by LC/MS (APCI)=100% area, [M+H]+=371 m/e.